This data is from the Open Reaction Database (ORD), a public repository of structured organic reaction records. The task is: describe an organic reaction: reactants, conditions, products, and yield Starting materials: C[S@@](=O)C1=CC=C(C=C1)C ((R)-(+)-methyl p-tolylsulfoxide), C1CCOC1 (THF), BrC=1C=C(C2=C(CCO2)C1)C(CC(C(F)(F)F)=O)(C)C (4-(5-bromo-2,3-dihydrobenzofuran-7-yl)-1,1,1-trifluoro-4-methylpentan-2-one), C1CCOC1 (THF), LDA mono(tetrahydrofuran), C1CCCCC1 (cyclohexane). Run at time 15 minute. The product is BrC=1C=C(C2=C(CCO2)C1)C(C[C@@](C(F)(F)F)(O)C[S@@](=O)C1=CC=C(C=C1)C)(C)C ((S)-4-(5-bromo-2,3-dihydrobenzofuran-7-yl)-1,1,1-trifluoro-4-methyl-2-((R)-toluene-4-sulfinylmethyl)pentan-2-ol), BrC=1C=C(C2=C(CCO2)C1)C(C[C@](C(F)(F)F)(O)C[S@@](=O)C1=CC=C(C=C1)C)(C)C ((R)-4-(5-bromo-2,3-dihydrobenzofuran-7-yl)-1,1,1-trifluoro-4-methyl-2-((R)-toluene-4-sulfinylmethyl)pentan-2-ol). The yield is 21.0%. RXN SMILES: [CH3:1][S@:2]([C:4]1[CH:9]=[CH:8][C:7]([CH3:10])=[CH:6][CH:5]=1)=[O:3].C1CCCCC1.[Br:17][C:18]1[CH:19]=[C:20]([C:27]([CH3:36])([CH3:35])[CH2:28][C:29](=[O:34])[C:30]([F:33])([F:32])[F:31])[C:21]2[O:25][CH2:24][CH2:23][C:22]=2[CH:26]=1.C1COCC1>>[Br:17][C:18]1[CH:19]=[C:20]([C:27]([CH3:36])([CH3:35])[CH2:28][C@:29]([CH2:1][S@:2]([C:4]2[CH:9]=[CH:8][C:7]([CH3:10])=[CH:6][CH:5]=2)=[O:3])([OH:34])[C:30]([F:31])([F:32])[F:33])[C:21]2[O:25][CH2:24][CH2:23][C:22]=2[CH:26]=1.[Br:17][C:18]1[CH:19]=[C:20]([C:27]([CH3:36])([CH3:35])[CH2:28][C@@:29]([CH2:1][S@:2]([C:4]2[CH:9]=[CH:8][C:7]([CH3:10])=[CH:6][CH:5]=2)=[O:3])([OH:34])[C:30]([F:31])([F:32])[F:33])[C:21]2[O:25][CH2:24][CH2:23][C:22]=2[CH:26]=1. Reported procedure: To a suspension of (R)-(+)-methyl p-tolylsulfoxide (8.80 g, 57.0 mmol) in 100 mL of anhydrous THF at −78° C. was added LDA mono(tetrahydrofuran) 1.5 M solution in cyclohexane (38.0 mL, 57.0 mmol) over 20 minutes. The resulting clear yellow solution was stirred for an additional 15 minutes. 4-(5-bromo-2,3-dihydrobenzofuran-7-yl)-1,1,1-trifluoro-4-methylpentan-2-one (18.2 g, 51.9 mmol) dissolved in 40 mL of THF was then added by cannula over 15 minutes. After 1 hour at −78° C., the reaction mixtur... Starting materials: ClC=1C=C(C=CC1Cl)C1(CN(CC1)C(C1=CC(=C(C(=C1)OC)OC)OC)=O)CCCS(=O)(=O)[O-] (2-[3-(3,4-dichloro-phenyl)-1-(3,4,5-trimethoxy-benzoyl)-pyrrolidin-3-yl]-ethyl-methanesulfonate), C(C)(=O)OCC (ethyl acetate), I.CC1=C(C=CC=C1)C1(CCNCC1)C(=O)N (4-(methyl-phenyl)-piperidine-4-carboxylic acid amide hydriodide), C(C)(C)N(C(C)C)CC (N,N-diisopropylethylamine). Solvent: C(C)#N (acetonitrile), CO.C(C)(=O)OCC (methanol ethyl acetate). Run at time 20 hour. Product: ClC=1C=C(C=CC1Cl)C1(CN(CC1)C(C1=CC(=C(C(=C1)OC)OC)OC)=O)CCN1CCC(CC1)(C(=O)N)C1=CC=C(C=C1)C (1-[2-[3-(3,4-dichloro-phenyl)-1-(3,4,5-trimethoxy-benzoyl)-pyrrolidin-3-yl]-ethyl]-4-(4-methyl-phenyl)-piperidine-4-carboxylic acid amide). Reaction SMILES: [Cl:1][C:2]1[CH:3]=[C:4]([C:9]2([CH2:28][CH2:29]CS([O-])(=O)=O)[CH2:13][CH2:12][N:11]([C:14](=[O:27])[C:15]3[CH:20]=[C:19]([O:21][CH3:22])[C:18]([O:23][CH3:24])=[C:17]([O:25][CH3:26])[CH:16]=3)[CH2:10]2)[CH:5]=[CH:6][C:7]=1[Cl:8].I.C[C:37]1[CH:42]=[CH:41][CH:40]=[CH:39][C:38]=1[C:43]1([C:49]([NH2:51])=[O:50])[CH2:48][CH2:47][NH:46][CH2:45][CH2:44]1.[CH:52](N(CC)C(C)C)(C)C.C(OCC)(=O)C>C(#N)C.CO.C(OCC)(=O)C>[Cl:1][C:2]1[CH:3]=[C:4]([C:9]2([CH2:28][CH2:29][N:46]3[CH2:45][CH2:44][C:43]([C:38]4[CH:37]=[CH:42][C:41]([CH3:52])=[CH:40][CH:39]=4)([C:49]([NH2:51])=[O:50])[CH2:48][CH2:47]3)[CH2:13][CH2:12][N:11]([C:14](=[O:27])[C:15]3[CH:20]=[C:19]([O:21][CH3:22])[C:18]([O:23][CH3:24])=[C:17]([O:25][CH3:26])[CH:16]=3)[CH2:10]2)[CH:5]=[CH:6][C:7]=1[Cl:8] |f:1.2,6.7|. Procedure details: Combine 2-[3-(3,4-dichloro-phenyl)-1-(3,4,5-trimethoxy-benzoyl)-pyrrolidin-3-yl]-ethyl-methanesulfonate (0.37 g, 0.7 mmol), 4-(methyl-phenyl)-piperidine-4-carboxylic acid amide hydriodide (0.7 mmol) and N,N-diisopropylethylamine (0.36 mL, 2.07 mmol) in acetonitrile (10 mL). Heat to reflux. After 20 hours, evaporate in vacuo to give a residue. Chromatograph the residue on silica gel eluting sequentially with ethyl acetate and then 10% methanol/ethyl acetate to give the title compound: Rf =0.23 (s... Reactants: ClC=1C=CC(=NC1)NC(C1=C(C=CC=C1)N=CC1CCN(CC1)C(=O)OC(C)(C)C)=O (N-(5-chloropyridin-2-yl)-2-(1-Boc-piperidin-4-yl-methylidene)aminobenzamide), [B-][N+](C)(C)C (borane trimethylamine complex). Solvent: C(C)(=O)O (acetic acid). Conditions: time 24 hour. Product: ClC=1C=CC(=NC1)NC(C1=C(C=CC=C1)NCC1CCNCC1)=O (N-(5-Chloropyridin-2-yl)-2-(piperidin-4-ylmethylamino)benzamide). RXN SMILES: [Cl:1][C:2]1[CH:3]=[CH:4][C:5]([NH:8][C:9](=[O:31])[C:10]2[CH:15]=[CH:14][CH:13]=[CH:12][C:11]=2[N:16]=[CH:17][CH:18]2[CH2:23][CH2:22][N:21](C(OC(C)(C)C)=O)[CH2:20][CH2:19]2)=[N:6][CH:7]=1.[B-][N+](C)(C)C>C(O)(=O)C>[Cl:1][C:2]1[CH:3]=[CH:4][C:5]([NH:8][C:9](=[O:31])[C:10]2[CH:15]=[CH:14][CH:13]=[CH:12][C:11]=2[NH:16][CH2:17][CH:18]2[CH2:19][CH2:20][NH:21][CH2:22][CH2:23]2)=[N:6][CH:7]=1. Reported procedure: A solution containing N-(5-chloropyridin-2-yl)-2-(1-Boc-piperidin-4-yl-methylidene)aminobenzamide (1.35 g, 3.05 mmol) and borane trimethylamine complex (667 mg, 9.14 mmol) in glacial acetic acid (50 mL) was heated at reflux for 2 h. The mixture was concentrated and the residue was dissolved in methanol and 12 N HCl. After 24 h, the mixture was concentrated, the residue was dissolved in 2 N ammonia in methanol and concentrated. The residue was triturated from methanol:EtOAc yielding 1.03 g (98%) ...